Dataset: the Open Reaction Database (ORD), a public repository of structured organic reaction records. Task: describe an organic reaction: reactants, conditions, products, and yield The reactants are N(=C=O)CC=1C=C(C=CC1)C1=NN(C=N1)C1=CC=C(C=C1)OC(F)(F)F (3-(3-(isocyanatomethyl)phenyl)-1-(4-(trifluoromethoxy)phenyl)-1H-1,2,4-triazole), FC1=CC(=C(C=C1)NC(=S)N)C(C)C (1-(4-fluoro-2-isopropylphenyl)thiourea). Product: FC1=CC(=C(C=C1)NC(=S)NC(=O)NCC1=CC(=CC=C1)C1=NN(C=N1)C1=CC=C(C=C1)OC(F)(F)F)C(C)C (1-[(4-fluoro-2-isopropyl-phenyl)carbamothioyl]-3-[[3-[1-[4-(trifluoromethoxy)phenyl]-1H-1,2,4-triazol-3-yl]phenyl]methyl]urea), solid. Isolated yield 56.0%. Reaction SMILES: [N:1]([CH2:4][C:5]1[CH:6]=[C:7]([C:11]2[N:15]=[CH:14][N:13]([C:16]3[CH:21]=[CH:20][C:19]([O:22][C:23]([F:26])([F:25])[F:24])=[CH:18][CH:17]=3)[N:12]=2)[CH:8]=[CH:9][CH:10]=1)=[C:2]=[O:3].[F:27][C:28]1[CH:33]=[CH:32][C:31]([NH:34][C:35]([NH2:37])=[S:36])=[C:30]([CH:38]([CH3:40])[CH3:39])[CH:29]=1>>[F:27][C:28]1[CH:33]=[CH:32][C:31]([NH:34][C:35]([NH:37][C:2]([NH:1][CH2:4][C:5]2[CH:10]=[CH:9][CH:8]=[C:7]([C:11]3[N:15]=[CH:14][N:13]([C:16]4[CH:21]=[CH:20][C:19]([O:22][C:23]([F:25])([F:24])[F:26])=[CH:18][CH:17]=4)[N:12]=3)[CH:6]=2)=[O:3])=[S:36])=[C:30]([CH:38]([CH3:40])[CH3:39])[CH:29]=1. Procedure details: The title compound was prepared as described in Example 75 using 3-(3-(isocyanatomethyl)phenyl)-1-(4-(trifluoromethoxy)phenyl)-1H-1,2,4-triazole (CB34) and 1-(4-fluoro-2-isopropylphenyl)thiourea and isolated as an off-white solid (0.242 g, 56%). Starting materials: O=C(Cl)c1cccc(Cl)c1, N#C[Cu], N#C[Na]. The product is N#CC(=O)c1cccc(Cl)c1. RXN SMILES: [Cl:1][c:2]1[cH:3][c:4]([C:5](=[O:6])[Cl:7])[cH:8][cH:9][cH:10]1.[Cu:14][C:15]#[N:16].[Na:11][C:12]#[N:13]>>[Cl:1][c:2]1[cH:3][c:4]([C:5](=[O:6])[C:12]#[N:13])[cH:8][cH:9][cH:10]1. As a reaction SMILES: [Cl:1][C:2]1[C:10]([O:11]COC)=[CH:9][C:8]2[C:15](=[O:20])[CH2:16][CH2:17][CH2:18][CH2:19][N:6]3[C:7]=2[C:3]=1[CH:4]=[C:5]3[C:21]([O:23]CC)=O.Cl.[NH2:27][C:28]([NH2:30])=N.C[O-].[Na+].[CH3:34][S:35]([OH:38])(=[O:37])=[O:36].[NH3:39]>O.C(O)(C)C.CN(C)C=O>[CH3:34][S:35]([OH:38])(=[O:37])=[O:36].[NH2:39][N:27]=[CH:28][NH:30][C:21]([C:5]1[N:6]2[CH2:19][CH2:18][CH2:17][CH2:16][C:15](=[O:20])[C:8]3[CH:9]=[C:10]([OH:11])[C:2]([Cl:1])=[C:3]([CH:4]=1)[C:7]2=3)=[O:23] |f:1.2,3.4,10.11|. The solvent is O (water), C(C)(C)O (isopropanol), CN(C=O)C (N,N-dimethylformamide). Yields the product CS(=O)(=O)O.NN=CNC(=O)C=1N2C3=C(C=C(C(=C3C1)Cl)O)C(CCCC2)=O (N-(aminoiminomethyl)-5,6,7,8-tetrahydro-11-chloro-10-hydroxy-8-oxo-4H-azocino [3,2,1-hi]indole-2-carboxamide methanesulfonate). The reactants are crude product, CS(=O)(=O)O (methanesulfonic acid), ClC1=C2C=C(N3C2=C(C=C1OCOC)C(CCCC3)=O)C(=O)OCC (ethyl 5,6,7,8-tetrahydro-11-chloro-10-methoxymethyloxy-8-oxo-4H-azocino [3,2,1-hi]indole-2-carboxylate), Cl.NC(=N)N (guanidine hydrochloride), C[O-].[Na+] (sodium methoxide), N (ammonia). Procedure: Crude N-(aminoiminomethyl)-5,6,7,8-tetrahydro-11-chloro-10-methoxymethyloxy-8-oxo-4H-azocino [3,2,1-hi]indole-2-carboxamide was obtained by carrying out reaction according to the method described in Example 1, except for using ethyl 5,6,7,8-tetrahydro-11-chloro-10-methoxymethyloxy-8-oxo-4H-azocino [3,2,1-hi]indole-2-carboxylate (0.50 g, 1.36 mmol), guanidine hydrochloride (2.60 g, 27.2 mmol), sodium methoxide (1.47 g, 27.2 mmol) and N,N-dimethylformamide (50 ml). Subsequently, the crude product ... Run at time 6 hour. The reactants are CC1=[N+](C=C(C=C1)COC(C)=O)[O-] (2-Methyl-5-acetoxymethylpyridine-N-oxide), C(C)(=O)OC(C)=O (acetic anhydride). Yields the product C(C)(=O)OCC1=NC=C(C=C1)COC(C)=O (2,5-di(acetoxymethyl)pyridine). As a reaction SMILES: [CH3:1][C:2]1[CH:7]=[CH:6][C:5]([CH2:8][O:9][C:10](=[O:12])[CH3:11])=[CH:4][N+:3]=1[O-].[C:14]([O:17]C(=O)C)(=[O:16])[CH3:15]>>[C:14]([O:17][CH2:1][C:2]1[CH:7]=[CH:6][C:5]([CH2:8][O:9][C:10](=[O:12])[CH3:11])=[CH:4][N:3]=1)(=[O:16])[CH3:15]. Reported procedure: 2-Methyl-5-acetoxymethylpyridine-N-oxide (0.05 mole) is refluxed in 50 ml. of acetic anhydride for two hours and then evaporated to dryness. The residue is fractionally distilled under high vacuum to obtain 2,5-di(acetoxymethyl)pyridine.